Dataset: the Open Reaction Database (ORD), a public repository of structured organic reaction records. Task: describe an organic reaction: reactants, conditions, products, and yield Reactants: CC(C)(C)P(c1ccccc1-c1ccccc1)C(C)(C)C, CC(=O)[O-], CC(=O)[O-], COc1ccccc1B(O)O, Cc1ccccc1, CC(=O)c1ccccc1Cl, [K+], [K+], [K+], O=P([O-])([O-])[O-], [Pd+2]. Yields the product COc1ccccc1-c1ccccc1C(C)=O. As a reaction SMILES: [C:1]([P:2]([C:3]([CH3:4])([CH3:5])[CH3:6])[c:7]1[cH:8][cH:9][cH:10][cH:11][c:12]1-[c:13]1[cH:14][cH:15][cH:16][cH:17][cH:18]1)([CH3:19])([CH3:20])[CH3:21].[C:51]([O-:52])(=[O:53])[CH3:54].[C:56]([O-:57])(=[O:58])[CH3:59].[CH3:22][O:23][c:24]1[c:25]([B:30]([OH:31])[OH:32])[cH:26][cH:27][cH:28][cH:29]1.[CH3:60][c:61]1[cH:62][cH:63][cH:64][cH:65][cH:66]1.[Cl:41][c:42]1[c:43]([C:48]([CH3:49])=[O:50])[cH:44][cH:45][cH:46][cH:47]1.[K+:38].[K+:39].[K+:40].[P:33]([O-:34])([O-:35])([O-:36])=[O:37].[Pd+2:55]>>[CH3:22][O:23][c:24]1[c:25](-[c:42]2[c:43]([C:48]([CH3:49])=[O:50])[cH:44][cH:45][cH:46][cH:47]2)[cH:26][cH:27][cH:28][cH:29]1. The reactants are N[C@@H](CCSC)C(=O)O (L-Methionine), CO (methanol), S(=O)(Cl)Cl (Thionyl chloride). Product: Cl.COC([C@@H](N)CCSC)=O (L-Methionine methyl ester hydrochloride). Yield: 98.0%. As a reaction SMILES: [NH2:1][C@H:2]([C:7]([OH:9])=[O:8])[CH2:3][CH2:4][S:5][CH3:6].S(Cl)([Cl:12])=O.[CH3:14]O>>[ClH:12].[CH3:14][O:8][C:7](=[O:9])[C@H:2]([CH2:3][CH2:4][S:5][CH3:6])[NH2:1] |f:3.4|. Procedure: L-Methionine (0.5 g, 1 equivalent) was suspended in methanol (30 ml C=0.1M) in a 100 ml flask equipped with a magnetic stirrer and placed under nitrogen. Thionyl chloride (0.5 ml, 2 equivalents) was added to the solution dropwise at 0° C. then heated under reflux for 16 hours. The reaction mixture was then evaporated to yield a pale yellow solid. The solid was triturated with hot diethyl ether and the solution discarded to leave the title compound 2′ a white solid which was further dried under v... The reactants are O (water), NC1=CC=CC=C1 (aniline), O.C1(=CC=C(C=C1)S(=O)(=O)O)C (p-toluenesulfonic acid monohydrate), BrC1=C(C=CC=C1)C(=O)C1=C(CCC1)N1CCCC1 ((2-bromophenyl)[2-(1-pyrrolidinyl)-1-cyclopenten-1-yl]-methanone). The solvent is C1=CC=CC=C1 (benzene). Product: BrC1=C(C=CC=C1)C(=O)C1=C(CCC1)NC1=CC=CC=C1 ((2-bromophenyl)[2-(phenylamino)-1-cyclopenten-1-yl]-methanone). Reaction SMILES: [Br:1][C:2]1[CH:7]=[CH:6][CH:5]=[CH:4][C:3]=1[C:8]([C:10]1[CH2:14][CH2:13][CH2:12][C:11]=1[N:15]1[CH2:19][CH2:18][CH2:17][CH2:16]1)=[O:9].N[C:21]1C=CC=C[CH:22]=1.O.C1(C)C=CC(S(O)(=O)=O)=CC=1.O>C1C=CC=CC=1>[Br:1][C:2]1[CH:7]=[CH:6][CH:5]=[CH:4][C:3]=1[C:8]([C:10]1[CH2:14][CH2:13][CH2:12][C:11]=1[NH:15][C:19]1[CH:18]=[CH:17][CH:16]=[CH:22][CH:21]=1)=[O:9] |f:2.3|. Reported procedure: Reflux a solution of (2-bromophenyl)[2-(1-pyrrolidinyl)-1-cyclopenten-1-yl]-methanone (14.1 g) (from Preparative Example 1) in benzene (100 ml) containing aniline (4.5 ml) and p-toluenesulfonic acid monohydrate (8.8 g) for 19 hrs. Remove water continuously with a Dean-Stark trap. Wash the cooled solution with water, 1M NaHCO3 solution, and with water. Dry the benzene solution, filter it, and evaporate the solvent. Crystallize to obtain (2-bromophenyl)[2-(phenylamino)-1-cyclopenten-1-yl]-methanon... Reactants: Clc1ccnc2[nH]cnc12, Nc1ccccc1, c1ccccc1. Yields the product c1ccc(Nc2ccnc3[nH]cnc23)cc1. RXN SMILES: [Cl:1][c:2]1[c:3]2[c:4]([n:5][cH:6][cH:7]1)[nH:8][cH:9][n:10]2.[NH2:11][c:12]1[cH:13][cH:14][cH:15][cH:16][cH:17]1.[cH:18]1[cH:19][cH:20][cH:21][cH:22][cH:23]1>>[c:2]1([NH:11][c:12]2[cH:13][cH:14][cH:15][cH:16][cH:17]2)[c:3]2[c:4]([n:5][cH:6][cH:7]1)[nH:8][cH:9][n:10]2. Reactants: [Al+3], CC(C)c1ccccc1, O=C(Cl)C1CCCC1, [Cl-], [Cl-], [Cl-], ClCCl. Product: CC(C)c1ccc(C(=O)C2CCCC2)cc1. As a reaction SMILES: [Al+3:11].[CH3:1][CH:2]([CH3:3])[c:4]1[cH:5][cH:6][cH:7][cH:8][cH:9]1.[CH:14]1([C:19](=[O:20])[Cl:21])[CH2:15][CH2:16][CH2:17][CH2:18]1.[Cl-:10].[Cl-:12].[Cl-:13].[Cl:22][CH2:23][Cl:24]>>[CH3:1][CH:2]([CH3:3])[c:4]1[cH:5][cH:6][c:7]([C:19]([CH:14]2[CH2:15][CH2:16][CH2:17][CH2:18]2)=[O:20])[cH:8][cH:9]1. Starting materials: CC(C)(C)OC(=O)NC(Cc1ccccc1)C(O)CCl, CC(C)O, [Na+], [OH-], O, O=C(O)CC(O)(CC(=O)O)C(=O)O. Yields the product CC(C)(C)OC(=O)NC(Cc1ccccc1)C(O)C(=O)O. RXN SMILES: [C:1]([CH3:2])([CH3:3])([CH3:4])[O:5][C:6](=[O:7])[NH:8][CH:9]([CH:10]([CH2:11][Cl:12])[OH:13])[CH2:14][c:15]1[cH:16][cH:17][cH:18][cH:19][cH:20]1.[CH3:21][CH:22]([OH:23])[CH3:24].[Na+:26].[OH-:25].[OH2:40].[OH:27][C:28]([CH2:29][C:30]([C:31](=[O:32])[OH:33])([CH2:34][C:35](=[O:36])[OH:37])[OH:38])=[O:39]>>[C:1]([CH3:2])([CH3:3])([CH3:4])[O:5][C:6](=[O:7])[NH:8][CH:9]([CH:10]([C:11](=[O:25])[OH:40])[OH:13])[CH2:14][c:15]1[cH:16][cH:17][cH:18][cH:19][cH:20]1. Reactants: solution, N(=C=O)C(CC=1SC=CC1)C (2-(2-isocyanatopropyl)-thiophene), N (ammonia). Run in C(Cl)Cl (CH2Cl2). Product: CC1CC2=C(C(N1)=O)C=CS2 (6-Methyl-6,7-dihydro-5H-thieno[3,2-c]pyridin-4-one). The yield is 22.0%. As a reaction SMILES: [N:1]([CH:4]([CH3:11])[CH2:5][C:6]1[S:7][CH:8]=[CH:9][CH:10]=1)=[C:2]=[O:3].N>C(Cl)Cl>[CH3:11][CH:4]1[NH:1][C:2](=[O:3])[C:10]2[CH:9]=[CH:8][S:7][C:6]=2[CH2:5]1. Procedure: To PPA (15 ml) a solution of 2-(2-isocyanatopropyl)-thiophene in CH2Cl2 (15 ml) was added. The reaction mixture was stirred under reflux for 3 h, cooled, poured into ice and alkalified with concentrated ammonia. Then, the mixture was extracted with chloroform, dried over Na2SO4 and concentrated on rotary evaporator. The residue was purified by flash column chromatography on silica gel (eluent: chloroform/acetone—0→30%) to give 0.5 g of the target compound as a white solid. Starting materials: ClC1=CC(=NC=C1C(=O)OCC)Cl (ethyl 4,6-dichloronicotinate), NC1=CC=CC=C1 (aniline), Cl (HCl). The solvent is CCO (EtOH). Yields the product ClC1=NC=C(C(=O)OCC)C(=C1)NC1=CC=CC=C1 (ethyl 6-chloro-4-(phenylamino)nicotinate). Yield: 49.5%. RXN SMILES: Cl[C:2]1[C:7]([C:8]([O:10][CH2:11][CH3:12])=[O:9])=[CH:6][N:5]=[C:4]([Cl:13])[CH:3]=1.[NH2:14][C:15]1[CH:20]=[CH:19][CH:18]=[CH:17][CH:16]=1.Cl>CCO>[Cl:13][C:4]1[CH:3]=[C:2]([NH:14][C:15]2[CH:20]=[CH:19][CH:18]=[CH:17][CH:16]=2)[C:7]([C:8]([O:10][CH2:11][CH3:12])=[O:9])=[CH:6][N:5]=1. Procedure: A solution of ethyl 4,6-dichloronicotinate (16 g, 73 mmol), aniline (8.2 g, 88 mmol) and cone. HCl (0.5 mL) in EtOH (100 mL) was heated at reflux overnight. The solvent was removed under reduced pressure. Water was added and the solution was basified to pH 8 and extracted with EtOAc. The combined extracts were washed with brine, dried (MgSO4), and concentrated in vacuo. The residue was purified by chromatography to give ethyl 6-chloro-4-(phenylamino)nicotinate (10 g, 50% yield). 1H NMR (40 MHz, ... Starting materials: CCOC(=O)c1cccc2nc(Br)sc12, CCc1[nH]c(C(=O)NC2CCN(C(=O)OC(C)(C)C)CC2NC2CC2)nc1Cl, Cl, [Na+], [Na+], O=C([O-])[O-], C1COCCO1. Product: CCOC(=O)c1cccc2nc(N3CCC(NC(=O)c4nc(Cl)c(CC)[nH]4)C(NC4CC4)C3)sc12. Reaction SMILES: [Br:36][c:37]1[s:38][c:39]2[c:40]([n:41]1)[cH:42][cH:43][cH:44][c:45]2[C:46](=[O:47])[O:48][CH2:49][CH3:50].[Cl:1][c:2]1[n:3][c:4]([C:9](=[O:10])[NH:11][CH:12]2[CH:13]([NH:25][CH:26]3[CH2:27][CH2:28]3)[CH2:14][N:15]([C:18]([O:19][C:20]([CH3:21])([CH3:22])[CH3:23])=[O:24])[CH2:16][CH2:17]2)[nH:5][c:6]1[CH2:7][CH3:8].[ClH:35].[Na+:51].[Na+:52].[O-:53][C:54](=[O:55])[O-:56].[O:29]1[CH2:30][CH2:31][O:32][CH2:33][CH2:34]1>>[Cl:1][c:2]1[n:3][c:4]([C:9](=[O:10])[NH:11][CH:12]2[CH:13]([NH:25][CH:26]3[CH2:27][CH2:28]3)[CH2:14][N:15]([c:37]3[s:38][c:39]4[c:40]([n:41]3)[cH:42][cH:43][cH:44][c:45]4[C:46](=[O:47])[O:48][CH2:49][CH3:50])[CH2:16][CH2:17]2)[nH:5][c:6]1[CH2:7][CH3:8].